This data is from the Open Reaction Database (ORD), a public repository of structured organic reaction records. The task is: describe an organic reaction: reactants, conditions, products, and yield Starting materials: NCCCCCCCC(=O)O (8-aminooctanoic acid), ClC=1C=C(C=CC1)S(=O)(=O)Cl (3-chlorobenzenesulphonylchloride). The solvent is [OH-].[Na+] (sodium hydroxide). The product is ClC=1C=C(C=CC1)S(=O)(=O)NCCCCCCCC(=O)O (8-(3-Chlorobenzenesulphonamido)octanoic Acid). As a reaction SMILES: [NH2:1][CH2:2][CH2:3][CH2:4][CH2:5][CH2:6][CH2:7][CH2:8][C:9]([OH:11])=[O:10].[Cl:12][C:13]1[CH:14]=[C:15]([S:19](Cl)(=[O:21])=[O:20])[CH:16]=[CH:17][CH:18]=1>[OH-].[Na+]>[Cl:12][C:13]1[CH:14]=[C:15]([S:19]([NH:1][CH2:2][CH2:3][CH2:4][CH2:5][CH2:6][CH2:7][CH2:8][C:9]([OH:11])=[O:10])(=[O:21])=[O:20])[CH:16]=[CH:17][CH:18]=1 |f:2.3|. Reported procedure: A solution of 8-aminooctanoic acid in 10% sodium hydroxide solution was treated with 3-chlorobenzenesulphonylchloride in the manner of Example 2 to give the title compound which, after recrystallisation from aqueous ethanol, had a melting point of 85°-86° C.